This data is from the Open Reaction Database (ORD), a public repository of structured organic reaction records. The task is: describe an organic reaction: reactants, conditions, products, and yield Starting materials: [N+](=O)([O-])C1=CC=C(CNC(=NC(=O)OC(C)(C)C)NC(=O)OC(C)(C)C)C=C1 (N-(4-nitrobenzyl)-N′,N″-bis(tert-butoxycarbonyl)guanidine), C([O-])(O)=O.[Na+] (sodium bicarbonate), Cl (hydrochloric acid), [BH4-].[Na+] (sodium borohydride). Reagents/catalysts: [Ni](Br)Br (nickel bromide). Solvent: C1CCOC1 (THF), CO (methanol). Conditions: time 30 minute. Yields the product C(C)(C)(C)OC(=O)N=C(NCC1=CC=C(N)C=C1)NC(=O)OC(C)(C)C (4-[N′,N″-bis(tert-butoxycarbonyl)guanidinomethyl]aniline). The yield is 66.5%. RXN SMILES: [N+:1]([C:4]1[CH:28]=[CH:27][C:7]([CH2:8][NH:9][C:10]([NH:19][C:20]([O:22][C:23]([CH3:26])([CH3:25])[CH3:24])=[O:21])=[N:11][C:12]([O:14][C:15]([CH3:18])([CH3:17])[CH3:16])=[O:13])=[CH:6][CH:5]=1)([O-])=O.[BH4-].[Na+].Cl.C(=O)(O)[O-].[Na+]>C1COCC1.CO.[Ni](Br)Br>[C:15]([O:14][C:12]([N:11]=[C:10]([NH:19][C:20]([O:22][C:23]([CH3:26])([CH3:25])[CH3:24])=[O:21])[NH:9][CH2:8][C:7]1[CH:6]=[CH:5][C:4]([NH2:1])=[CH:28][CH:27]=1)=[O:13])([CH3:18])([CH3:17])[CH3:16] |f:1.2,4.5|. Reported procedure: To N-(4-nitrobenzyl)-N′,N″-bis(tert-butoxycarbonyl)guanidine (1.97 g, 4.99 mmol) dissolved in a mixed solvent of THF (25 ml) and methanol (25 ml) were added at 0° C. nickel bromide (109 mg, 0.50 mmol) and sodium borohydride (757 mg, 20.0 mmol) in the order, and the resulting mixture was stirred at room temperature for 30 minutes. The reaction mixture was mixed with 1 N hydrochloric acid (40 ml) at 0° C., and the resulting mixture was stirred at the same temperature for 5 minutes. The resulting m... Starting materials: CCCCCC, [Cl-], Fc1ccccc1Br, [Li]CCCC, [NH4+], C1CCOC1, CC(C)(C)OC(=O)N1CC2CC(CO)CC(=O)C2C1. The product is CC(C)(C)OC(=O)N1CC2CC(CO)CC(O)(c3ccccc3F)C2C1. Reaction SMILES: [CH3:35][CH2:36][CH2:37][CH2:38][CH2:39][CH3:40].[Cl-:33].[F:6][c:7]1[c:8]([Br:13])[cH:9][cH:10][cH:11][cH:12]1.[Li:1][CH2:2][CH2:3][CH2:4][CH3:5].[NH4+:34].[O:41]1[CH2:42][CH2:43][CH2:44][CH2:45]1.[OH:14][CH2:15][CH:16]1[CH2:17][C:18](=[O:32])[CH:19]2[CH2:20][N:21]([C:25](=[O:26])[O:27][C:28]([CH3:29])([CH3:30])[CH3:31])[CH2:22][CH:23]2[CH2:24]1>>[F:6][c:7]1[c:8]([C:18]2([OH:32])[CH2:17][CH:16]([CH2:15][OH:14])[CH2:24][CH:23]3[CH:19]2[CH2:20][N:21]([C:25](=[O:26])[O:27][C:28]([CH3:29])([CH3:30])[CH3:31])[CH2:22]3)[cH:9][cH:10][cH:11][cH:12]1. Reactants: C(C)[C@@H](C1=CC=CC=C1)NC([C@H](NC([C@@H](NC(=O)OCC1=CC=CC=C1)C(C(O)=O)CC1=CC=CC=C1)=O)[C@@H](OCC1=CC=CC=C1)C)=O (N-benzyloxycarbonyl-β-benzyl-L-aspartyl-O-benzyl-D-threonine (S)-α-ethylbenzylamide), C(C)(=O)O (acetic acid). Reagents/catalysts: [Pd].[C] (Pd carbon). The solvent is CO (methanol). Conditions: time 8 hour. Yields the product C(C)[C@@H](C1=CC=CC=C1)NC([C@H](NC([C@@H](N)CC(O)=O)=O)[C@@H](O)C)=O (α-L-aspartyl-D-threonine (S)-α-ethylbenzylamide). Yield: 57.5%. Reaction SMILES: [CH2:1]([C@H:3]([NH:10][C:11](=[O:49])[C@@H:12]([C@H:39]([CH3:48])[O:40]CC1C=CC=CC=1)[NH:13][C:14](=[O:38])[C@H:15]([CH:27](CC1C=CC=CC=1)[C:28](=[O:30])[OH:29])[NH:16]C(OCC1C=CC=CC=1)=O)[C:4]1[CH:9]=[CH:8][CH:7]=[CH:6][CH:5]=1)[CH3:2].C(O)(=O)C>CO.[Pd].[C]>[CH2:1]([C@H:3]([NH:10][C:11](=[O:49])[C@@H:12]([C@H:39]([CH3:48])[OH:40])[NH:13][C:14](=[O:38])[C@H:15]([CH2:27][C:28](=[O:29])[OH:30])[NH2:16])[C:4]1[CH:5]=[CH:6][CH:7]=[CH:8][CH:9]=1)[CH3:2] |f:3.4|. Reported procedure: To a solution of 5.30 g (8.0 mmols) of N-benzyloxycarbonyl-β-benzyl-L-aspartyl-O-benzyl-D-threonine (S)-α-ethylbenzylamide in 150 ml of methanol were added 1.0 ml of acetic acid and 3.0 g of 5% Pd-carbon (water content 50%), and the mixture was reduced under hydrogen overnight at room temperature and then at 50° C. for 3 hours. The catalyst was removed by filtration, the resulting filtrate was concentrated under reduced pressure, and the residue was crystallized from water to obtain 1.60 g (4.6 ... Starting materials: BrC1=CC=2[C@]3(C4=CC(=CC=C4OC2C(=C1)F)OC)NC(COC3)=S ((S)-2′-bromo-4′-fluoro-7′-methoxyspiro[morpholine-3,9′-xanthene]-5-thione), N (ammonia). Reagents/catalysts: [Hg](Cl)Cl (Mercury (II) chloride). The solvent is O1CCOCC1 (dioxane). Conditions: temperature 55 celsius. Product: BrC1=CC=2[C@@]3(C4=CC(=CC=C4OC2C(=C1)F)OC)COCC(=N3)N ((S)-2′-bromo-4′-fluoro-7′-methoxy-2,6-dihydrospiro[[1,4]oxazine-3,9′-xanthen]-5-amine). Yield: 13.7%. As a reaction SMILES: [Br:1][C:2]1[CH:15]=[C:14]([F:16])[C:13]2[O:12][C:11]3[C:6](=[CH:7][C:8]([O:17][CH3:18])=[CH:9][CH:10]=3)[C@@:5]3([CH2:23][O:22][CH2:21][C:20](=S)[NH:19]3)[C:4]=2[CH:3]=1.[NH3:25]>O1CCOCC1.[Hg](Cl)Cl>[Br:1][C:2]1[CH:15]=[C:14]([F:16])[C:13]2[O:12][C:11]3[C:6](=[CH:7][C:8]([O:17][CH3:18])=[CH:9][CH:10]=3)[C@:5]3([N:19]=[C:20]([NH2:25])[CH2:21][O:22][CH2:23]3)[C:4]=2[CH:3]=1. Procedure details: In a 150-mL resealable vessel, the crude (S)-2′-bromo-4′-fluoro-7′-methoxyspiro[morpholine-3,9′-xanthene]-5-thione (1.0 g, 2.437 mmol) was dissolved in a dioxane solution of ammonia (0.5 M, 58.5 mL, 29.2 mmol). Mercury (II) chloride (0.993 g, 3.66 mmol) was added, and the vessel was sealed and heated in a 55° C. oil bath overnight. The mixture was then cooled and concentrated. The residue was filtered through Celite, rinsing with 10% MeOH-DCM (400 mL). The filtrate was concentrated, and the resi... The reactants are C(C)(C)(C)OC(CN1C(C(=CC=C1)NC([C@H](CC/C=C/C(=O)OC)NC(=O)OC(C)(C)C)=O)=O)=O ((S,E)-Methyl 7-(1-(2-tert-butoxy-2-oxoethyl)-2-oxo-1,2-dihydropyridin-3-yl-amino)-6-(tert-butoxycarbonylamino)-7-oxohept-2-enoate), C(=O)(OC(C)(C)C)ON1C(=O)CCC1=O (Boc-OSu), CCN(C(C)C)C(C)C (DIPEA), CCN(C(C)C)C(C)C (DIPEA). Solvent: ClCCl (dichloromethane), FC(C(=O)O)(F)F (trifluoroacetic acid), CN(C)C=O (DMF). Run at time 1 hour. The product is C(C)(C)(C)OC(=O)N[C@H](C(=O)NC=1C(N(C=CC1)CC(=O)O)=O)CC\C=C\C(=O)OC ((S,E)-2-(3-(2-(tert-butoxycarbonylamino)-7-methoxy-7-oxohept-5-enamido)-2-oxopyridin-1(2H)-yl)acetic acid). RXN SMILES: C([O:5][C:6](=[O:35])[CH2:7][N:8]1[CH:13]=[CH:12][CH:11]=[C:10]([NH:14][C:15](=[O:33])[C@@H:16]([NH:25][C:26]([O:28][C:29]([CH3:32])([CH3:31])[CH3:30])=[O:27])[CH2:17][CH2:18]/[CH:19]=[CH:20]/[C:21]([O:23][CH3:24])=[O:22])[C:9]1=[O:34])(C)(C)C.CCN(C(C)C)C(C)C.C(ON1C(=O)CCC1=O)(OC(C)(C)C)=O>ClCCl.FC(F)(F)C(O)=O.CN(C=O)C>[C:29]([O:28][C:26]([NH:25][C@@H:16]([CH2:17][CH2:18]/[CH:19]=[CH:20]/[C:21]([O:23][CH3:24])=[O:22])[C:15]([NH:14][C:10]1[C:9](=[O:34])[N:8]([CH2:7][C:6]([OH:35])=[O:5])[CH:13]=[CH:12][CH:11]=1)=[O:33])=[O:27])([CH3:32])([CH3:31])[CH3:30]. Reported procedure: 590 mg of (S,E)-methyl 7-(1-(2-tert-butoxy-2-oxoethyl)-2-oxo-1,2-dihydropyridin-3-yl-amino)-6-(tert-butoxycarbonylamino)-7-oxohept-2-enoate (ZED1209, 1.20 mmol) are dissolved in 10 mL of dichloromethane and to this solution 10 mL of trifluoroacetic acid is added. It is stirred at RT for 1 h. The solvent is removed in vacuo and the residue is dried under high vacuum. The obtained oil is further reacted without purification. The oil is taken up in 15 mL of DMF and treated with 173 μL of DIPEA. By ...